From a dataset of the Open Reaction Database (ORD), a public repository of structured organic reaction records. describe an organic reaction: reactants, conditions, products, and yield Reactants: C1(=CC=CC=C1)C1NCCNCC2=C1C=CC=C2 (1,2,3,4,5,6-hexahydro-1-phenyl-2,5-benzodiazocine), C(C1=CC=CC=C1)=O (benzaldehyde). Solvent: C(C)O (ethanol). Product: C1(=CC=CC=C1)C1N2CCN(CC3=C1C=CC=C3)C2C2=CC=CC=C2 (3,4-dihydro-1,11-diphenyl-2,5-methano-1H,6H-2,5-benzodiazocine). Yield: 85.0%. RXN SMILES: [C:1]1([CH:7]2[C:14]3[CH:15]=[CH:16][CH:17]=[CH:18][C:13]=3[CH2:12][NH:11][CH2:10][CH2:9][NH:8]2)[CH:6]=[CH:5][CH:4]=[CH:3][CH:2]=1.[CH:19](=O)[C:20]1[CH:25]=[CH:24][CH:23]=[CH:22][CH:21]=1>C(O)C>[C:1]1([CH:7]2[C:14]3[CH:15]=[CH:16][CH:17]=[CH:18][C:13]=3[CH2:12][N:11]3[CH:19]([C:20]4[CH:25]=[CH:24][CH:23]=[CH:22][CH:21]=4)[N:8]2[CH2:9][CH2:10]3)[CH:2]=[CH:3][CH:4]=[CH:5][CH:6]=1. Reported procedure: A mixture of 2 g (8.4 mmol) of 1,2,3,4,5,6-hexahydro-1-phenyl-2,5-benzodiazocine and 1.0 g (9.2 mmol) of benzaldehyde in 40 mL of ethanol was refluxed for 30 min, cooled on ice and the product filtered off. There was obtained 2.33 g of 3,4-dihydro-1,11-diphenyl-2,5-methano-1H,6H-2,5-benzodiazocine, mp 175°-176°. Starting materials: BrCCOc1ccc(Br)cc1, CN(C)P(=O)(N(C)C)N(C)C, CCOC(=O)c1ccc(N)cc1, O. Product: CCOC(=O)c1ccc(NCCOc2ccc(Br)cc2)cc1. As a reaction SMILES: [Br:13][c:14]1[cH:15][cH:16][c:17]([O:20][CH2:21][CH2:22][Br:23])[cH:18][cH:19]1.[CH3:24][N:25]([P:26]([N:27]([CH3:28])[CH3:29])([N:30]([CH3:31])[CH3:32])=[O:33])[CH3:34].[NH2:1][c:2]1[cH:3][cH:4][c:5]([C:6](=[O:7])[O:8][CH2:9][CH3:10])[cH:11][cH:12]1.[OH2:35]>>[NH:1]([c:2]1[cH:3][cH:4][c:5]([C:6](=[O:7])[O:8][CH2:9][CH3:10])[cH:11][cH:12]1)[CH2:22][CH2:21][O:20][c:17]1[cH:16][cH:15][c:14]([Br:13])[cH:19][cH:18]1. Starting materials: CC(C)(C)OO, ClCCl, CC(C)=CCCC(C)=CCCC(C)=CC=C(C#N)C(C)C, O=C(O)c1ccccc1O, O=[Se]=O. Product: CC(=CCCC(C)=CCCC(C)=CC=C(C#N)C(C)C)CO. RXN SMILES: [C:14]([O:15][OH:16])([CH3:17])([CH3:18])[CH3:19].[CH2:41]([Cl:42])[Cl:43].[CH3:20][CH:21]([CH3:22])[C:23]([C:24]#[N:25])=[CH:26][CH:27]=[C:28]([CH2:29][CH2:30][CH:31]=[C:32]([CH2:33][CH2:34][CH:35]=[C:36]([CH3:37])[CH3:38])[CH3:39])[CH3:40].[OH:4][C:5]([c:6]1[c:7]([OH:8])[cH:9][cH:10][cH:11][cH:12]1)=[O:13].[Se:1](=[O:2])=[O:3]>>[OH:4][CH2:37][C:36](=[CH:35][CH2:34][CH2:33][C:32](=[CH:31][CH2:30][CH2:29][C:28](=[CH:27][CH:26]=[C:23]([CH:21]([CH3:20])[CH3:22])[C:24]#[N:25])[CH3:40])[CH3:39])[CH3:38].